Dataset: the Open Reaction Database (ORD), a public repository of structured organic reaction records. Task: describe an organic reaction: reactants, conditions, products, and yield Starting materials: C1CCOC1, Cl, CC(=Cc1ccc(S(C)(=O)=O)c(F)c1)[N+](=O)[O-], [Fe], O. The product is CC(=O)Cc1ccc(S(C)(=O)=O)c(F)c1. Reaction SMILES: [CH2:19]1[CH2:22][CH2:21][CH2:20][O:23]1.[ClH:18].[F:1][c:2]1[c:3]([S:14](=[O:15])(=[O:16])[CH3:17])[cH:4][cH:5][c:6]([CH:8]=[C:9]([CH3:10])[N+:11]([O-:12])=[O:13])[cH:7]1.[Fe:25].[OH2:24]>>[F:1][c:2]1[c:3]([S:14](=[O:15])(=[O:16])[CH3:17])[cH:4][cH:5][c:6]([CH2:8][C:9]([CH3:10])=[O:23])[cH:7]1. The reactants are BrCc1ccccc1, O=C([O-])[O-], CO, O=c1[nH]cc(-c2cccc(Cl)c2)c2ncccc12, [K+], [K+], CN(C)C=O, O. Yields the product O=c1c2cccnc2c(-c2cccc(Cl)c2)cn1Cc1ccccc1. RXN SMILES: [Br:25][CH2:26][c:27]1[cH:28][cH:29][cH:30][cH:31][cH:32]1.[C:19](=[O:20])([O-:21])[O-:22].[CH3:39][OH:40].[Cl:1][c:2]1[cH:3][c:4](-[c:8]2[cH:9][nH:10][c:11](=[O:18])[c:12]3[cH:13][cH:14][cH:15][n:16][c:17]23)[cH:5][cH:6][cH:7]1.[K+:23].[K+:24].[O:34]=[CH:35][N:36]([CH3:37])[CH3:38].[OH2:33]>>[Cl:1][c:2]1[cH:3][c:4](-[c:8]2[cH:9][n:10]([CH2:26][c:27]3[cH:28][cH:29][cH:30][cH:31][cH:32]3)[c:11](=[O:18])[c:12]3[cH:13][cH:14][cH:15][n:16][c:17]23)[cH:5][cH:6][cH:7]1. Reactants: Cl (HCl), BrC1=CC=C(C=C1)C(CCCC)=O (1-(4-bromophenyl)pentan-1-one), N(=O)[O-].[Na+] (sodium nitrite). Solvent: C1CCOC1 (THF), C(C)OCC (diethyl ether). Conditions: time 18 hour. Product: BrC1=CC=C(C=C1)C(\C(\CCC)=N/O)=O ((Z)-1-(4-bromophenyl)-2-(hydroxyimino)pentan-1-one). Yield: 59.1%. As a reaction SMILES: Cl.[Br:2][C:3]1[CH:8]=[CH:7][C:6]([C:9](=[O:14])[CH2:10][CH2:11][CH2:12][CH3:13])=[CH:5][CH:4]=1.[N:15]([O-])=[O:16].[Na+]>C1COCC1.C(OCC)C>[Br:2][C:3]1[CH:4]=[CH:5][C:6]([C:9](=[O:14])/[C:10](=[N:15]\[OH:16])/[CH2:11][CH2:12][CH3:13])=[CH:7][CH:8]=1 |f:2.3|. Procedure details: The conc. HCl (40 mL) was added dropwise to a solution of 1-(4-bromophenyl)pentan-1-one (4.68 g, 19.41 mmol) and sodium nitrite (4.02 g, 58.2 mmol) in THF (80 ml) at 0° C. and allowed to warm to room temperature and stirred 18 hours. The reaction mixture was diluted with diethyl ether and the organic phase washed with sat'd NaHCO3 and brine. Concentration gave (Z)-1-(4-bromophenyl)-2-(hydroxyimino)pentan-1-one 3.1 g (33%) as an oil which was used without further purification.). RT=2.1 min, (Cond...